From a dataset of the Open Reaction Database (ORD), a public repository of structured organic reaction records. describe an organic reaction: reactants, conditions, products, and yield The reactants are ClC1=C2N=CN(C2=NC=N1)C1OC(C2C1OC(O2)(C)C)CO ([6-(6-Chloro-purin-9-yl)-2,2-dimethyl-tetrahydro-furo[3,4-d][1,3]dioxol-4-yl]-methanol), C1(=CC=CC=C1)P(C1=CC=CC=C1)C1=CC=CC=C1 (triphenylphosphine), CCOC(=O)/N=N/C(=O)OCC (diethylazodicarboxylate), COC(=O)C1=CC(=NO1)O (methyl-3-hydroxy-5-isoxazolecarboxylate). Run in ClCCl (dichloromethane), ClCCl (dichloromethane). Reaction conditions: time 1 hour. Yields the product COC(=O)C1=CC(=NO1)OCC12C(OC(O1)(C)C)C(OC2)N2C1=NC=NC(=C1N=C2)Cl (3-[6-(6-Chloro-purin-9-yl)-2,2-dimethyl-tetrahydro-furo[3,4-d][1,3]dioxol-ylmethoxy]-isoxazole-5-carboxylic acid methyl ester). Isolated yield 94.5%. Reaction SMILES: [Cl:1][C:2]1[N:10]=[CH:9][N:8]=[C:7]2[C:3]=1[N:4]=[CH:5][N:6]2[CH:11]1[CH:15]2[O:16][C:17]([CH3:20])([CH3:19])[O:18][CH:14]2[CH:13](CO)[O:12]1.[C:23]1(P(C2C=CC=CC=2)C2C=CC=CC=2)C=CC=CC=1.[CH3:42][O:43][C:44]([C:46]1[O:50][N:49]=[C:48]([OH:51])[CH:47]=1)=[O:45].CCOC(/N=N/C(OCC)=O)=O>ClCCl>[CH3:42][O:43][C:44]([C:46]1[O:50][N:49]=[C:48]([O:51][CH2:23][C:14]23[CH2:13][O:12][CH:11]([N:6]4[CH:5]=[N:4][C:3]5[C:7]4=[N:8][CH:9]=[N:10][C:2]=5[Cl:1])[CH:15]2[O:16][C:17]([CH3:20])([CH3:19])[O:18]3)[CH:47]=1)=[O:45]. Procedure: To a solution of [6-(6-Chloro-purin-9-yl)-2,2-dimethyl-tetrahydro-furo[3,4-d][1,3]dioxol-4-yl]-methanol (0.570 g, 1.74 mmol) in 16 mL of dry dichloromethane was added polymer-bound triphenylphosphine (PS-TPP; Argonaut Tech., 2.14 mmol/g, 0.91 g, 1.2 eq), followed by methyl-3-hydroxy-5-isoxazolecarboxylate (0.248 g, 1 eq). The mixture was sonicated for 15 minutes then stirred at room temperature for 1 h under argon. The reaction mixture was cooled to 0° C. and under argon flow diethylazodicarboxy... Starting materials: NC[C@H]1CN(C(O1)=O)C1=CC=C(C=C1)N1C(COCC1)=O (4-{4-[(5S)-5-(aminomethyl)-2-oxo-1,3-oxazolidin-3-yl]phenyl}morpholin-3-one), C(=O)O (formic acid). Run in O (water). Conditions: temperature 115 celsius. Yields the product O=C1O[C@H](CN1C1=CC=C(C=C1)N1C(COCC1)=O)CNC=O (N-({(5S)-2-oxo-3-[4-(3-oxomorpholin-4-yl)phenyl]-1,3-oxazolidin-5-yl}methyl)formamide). RXN SMILES: [NH2:1][CH2:2][C@@H:3]1[O:7][C:6](=[O:8])[N:5]([C:9]2[CH:14]=[CH:13][C:12]([N:15]3[CH2:20][CH2:19][O:18][CH2:17][C:16]3=[O:21])=[CH:11][CH:10]=2)[CH2:4]1.[CH:22](O)=[O:23]>O>[O:8]=[C:6]1[N:5]([C:9]2[CH:14]=[CH:13][C:12]([N:15]3[CH2:20][CH2:19][O:18][CH2:17][C:16]3=[O:21])=[CH:11][CH:10]=2)[CH2:4][C@H:3]([CH2:2][NH:1][CH:22]=[O:23])[O:7]1. Procedure details: In a four neck round bottom flask charged 4-{4-[(5S)-5-(aminomethyl)-2-oxo-1,3-oxazolidin-3-yl]phenyl}morpholin-3-one free base (50 g) toluene (350 ml) and formic acid (21.63 g). Reaction mass then heated azeotropically to 110-120° C. employing dean-stark apparatus for 3 to 4 h. (water removed azeotropically) Reaction mass is cooled to 25 to 30° C. Obtained solid is filtered off and washed by toluene. The reactants are NC1(C(C(=C(C2=CC=CC=C12)O)C1=NS(C2=C(N1)C=CC(=C2)NC(OC(C)(C)C)=O)(=O)=O)=O)CCC(C)C (tert-butyl 3-[4-amino-1-hydroxy-4-(3-methylbutyl)-3-oxo-3,4-dihydronaphthalen-2-yl]-1,1-dioxido-4H-1,2,4-benzothiadiazin-7-ylcarbamate), BrCC(=O)OCC (ethyl bromoacetate), C(=O)([O-])[O-].[K+].[K+] (K2CO3). The product is C(C)OC(CNC1(C(C(=C(C2=CC=CC=C12)O)C1=NS(C2=C(N1)C=CC(=C2)NS(=O)(=O)C)(=O)=O)=O)CCC(C)C)=O (ethyl[(4-hydroxy-1-(3-methylbutyl)-3-{7-[(methylsulfonyl)amino]-1,1-dioxido-4H-1,2,4-benzothiadiazin-3-yl}-2-oxo-1,2-dihydronaphthalen-1-yl)amino]acetate). RXN SMILES: [NH2:1][C:2]1([CH2:34][CH2:35][CH:36]([CH3:38])[CH3:37])[C:11]2[C:6](=[CH:7][CH:8]=[CH:9][CH:10]=2)[C:5]([OH:12])=[C:4]([C:13]2[NH:18][C:17]3[CH:19]=[CH:20][C:21]([NH:23]C(=O)OC(C)(C)C)=[CH:22][C:16]=3[S:15](=[O:32])(=[O:31])[N:14]=2)[C:3]1=[O:33].Br[CH2:40][C:41]([O:43][CH2:44][CH3:45])=[O:42].C([O-])([O-])=O.[K+].[K+]>>[CH2:44]([O:43][C:41](=[O:42])[CH2:40][NH:1][C:2]1([CH2:34][CH2:35][CH:36]([CH3:38])[CH3:37])[C:11]2[C:6](=[CH:7][CH:8]=[CH:9][CH:10]=2)[C:5]([OH:12])=[C:4]([C:13]2[NH:18][C:17]3[CH:19]=[CH:20][C:21]([NH:23][S:15]([CH3:16])(=[O:32])=[O:31])=[CH:22][C:16]=3[S:15](=[O:31])(=[O:32])[N:14]=2)[C:3]1=[O:33])[CH3:45] |f:2.3.4|. Reported procedure: Follow same procedure as Example 18D, treating the product of Example 18C with ethyl bromoacetate (5.7μL, 0.05 mmol) and K2CO3 (6.8 mg, 0.05 mmol). 1H NMR (d6-DMSO) δ 13.81 (s, 1H), 9.98 (s, 1H), 8.16, 8.13 (d, 1H), 7.85, 7.83 (d, 1H), 7.69-7.43 (m, 4H), 7.38, 7.35 (d, 1H), 4.15-4.00 (q, 2H), 3.44, 3.38, 3.23, 3.17 (dd, 1H), 3.02 (s, 3H), 2.32-2.16 (m, 1H), 2.15-2.01 (m, 1H), 1.38-1.21 (m, 2H) 1.21-1.09 (t, 3H), 1.09-0.93 (m, 1H), 0.73-0.62 (q, 6H), 0.55-0.42 (m, 1H); MS (ESI) m/z 605 (M+H+). Reactants: COC(=O)CC(=O)Cl, CS(=O)(=O)Nc1ccc(N)c(S(N)(=O)=O)c1, C1CCOC1. Product: COC(=O)CC(=O)Nc1ccc(NS(C)(=O)=O)cc1S(N)(=O)=O. Reaction SMILES: [Cl:17][C:18]([CH2:19][C:20](=[O:21])[O:22][CH3:23])=[O:24].[NH2:1][c:2]1[c:3]([S:13](=[O:14])(=[O:15])[NH2:16])[cH:4][c:5]([NH:8][S:9](=[O:10])(=[O:11])[CH3:12])[cH:6][cH:7]1.[O:25]1[CH2:26][CH2:27][CH2:28][CH2:29]1>>[NH:1]([c:2]1[c:3]([S:13](=[O:14])(=[O:15])[NH2:16])[cH:4][c:5]([NH:8][S:9](=[O:10])(=[O:11])[CH3:12])[cH:6][cH:7]1)[C:18]([CH2:19][C:20](=[O:21])[O:22][CH3:23])=[O:24]. Reactants: [OH-].[K+] (potassium hydroxide), ice water, FC1=C(C=CC(=C1)[N+](=O)[O-])O (2-fluoro-4-nitrophenol), FC(=C(F)F)F (Tetrafluoroethylene). Solvent: CN(C=O)C (N,N-dimethylformamide), C1(=CC=CC=C1)C (toluene). Reaction conditions: time 6 hour. Product: FC=1C=C(C=CC1OC(C(F)F)(F)F)[N+](=O)[O-] (3-fluoro-4-(1',1',2',2'-tetrafluoroethoxy)nitrobenzene). RXN SMILES: [F:1][C:2]1[CH:7]=[C:6]([N+:8]([O-:10])=[O:9])[CH:5]=[CH:4][C:3]=1[OH:11].[OH-].[K+].[F:14][C:15]([F:19])=[C:16]([F:18])[F:17]>CN(C)C=O.C1(C)C=CC=CC=1>[F:1][C:2]1[CH:7]=[C:6]([N+:8]([O-:10])=[O:9])[CH:5]=[CH:4][C:3]=1[O:11][C:16]([F:18])([F:17])[CH:15]([F:19])[F:14] |f:1.2|. Procedure: 7.0 Grams of 2-fluoro-4-nitrophenol was dissolved in 70 ml of N,N-dimethylformamide, and 1.0 g of potassium hydroxide was added thereto. Tetrafluoroethylene was blown into the resulting solution at an inner temperature of 100° C., after which stirring was continued for 6 hours at an inner temperature of 100° C. The reaction solution was poured into ice water and extracted with ether. The organic layer was washed with water, dried over anhydrous sodium sulfate and concentrated. The residue obtain... The reactants are OC1=CC=2CC[C@H]3[C@@H]4CC[C@@H]([C@@]4(C)CC[C@@H]3C2C=C1C=O)O (3,17β-dihydroxyestra-1,3,5(10)-triene-2-carboxaldehyde), CC(=O)C.OS(=O)(=O)O.O=[Cr](=O)=O (Jones reagent). The solvent is CC(=O)C (acetone). Run at time 5 minute. Product: OC1=CC=2CC[C@H]3[C@@H]4CCC([C@@]4(C)CC[C@@H]3C2C=C1C=O)=O (3-hydroxyestra-1,3,5(10)-trien-17-one-2-carboxaldehyde). Isolated yield 62.0%. As a reaction SMILES: [OH:1][C:2]1[C:19]([CH:20]=[O:21])=[CH:18][C:17]2[C@@H:16]3[C@H:7]([C@H:8]4[C@@:12]([CH2:14][CH2:15]3)([CH3:13])[C@@H:11]([OH:22])[CH2:10][CH2:9]4)[CH2:6][CH2:5][C:4]=2[CH:3]=1.CC(C)=O.OS(O)(=O)=O.O=[Cr](=O)=O>CC(C)=O>[OH:1][C:2]1[C:19]([CH:20]=[O:21])=[CH:18][C:17]2[C@@H:16]3[C@H:7]([C@H:8]4[C@@:12]([CH2:14][CH2:15]3)([CH3:13])[C:11](=[O:22])[CH2:10][CH2:9]4)[CH2:6][CH2:5][C:4]=2[CH:3]=1 |f:1.2.3|. Reported procedure: To a solution of 3,17β-dihydroxyestra-1,3,5(10)-triene-2-carboxaldehyde (2a, 0.300 g, 1.0 mmol) in acetone (20 mL) was added Jones reagent (0.5 mL) at 0° C. The reaction mixture was stirred for 5 min, then quenched with 2-propanol, and extracted with EtOAc. The combined organic layers were washed with H2O, then with saturated aqueous NaCl, and dried (MgSO4). The desiccant was filtered and the solvent was evaporated at reduced pressure. The residue was purified by column chromatography (silica ge... The yield is 48.3%. Procedure: The reaction was carried out in the same manner as in Example 49 except for using 797 mg (2.00 mmol) of 4-(2-aminopyridin-4-yl)-1-(1,6-dihydro-6-oxopyridazin-3-yl)-3-(3-trifluoromethylphenyl)-1H-pyrazole obtained in Example 25-4) in place of 4-(2-aminopyridin-4-yl)-1-(1,6-dihydro-6-oxopyridazin-3-yl)-3-phenyl-1H-pyrazole to obtain 387 mg of the title compound as a white powder. (Yield: 48%) Reactants: NC1=NC=CC(=C1)C=1C(=NN(C1)C1=NNC(C=C1)=O)C1=CC(=CC=C1)C(F)(F)F (4-(2-aminopyridin-4-yl)-1-(1,6-dihydro-6-oxopyridazin-3-yl)-3-(3-trifluoromethylphenyl)-1H-pyrazole), NC1=NC=CC(=C1)C=1C(=NN(C1)C1=NNC(C=C1)=O)C1=CC=CC=C1 (4-(2-aminopyridin-4-yl)-1-(1,6-dihydro-6-oxopyridazin-3-yl)-3-phenyl-1H-pyrazole). Reaction SMILES: [NH2:1][C:2]1[CH:7]=[C:6]([C:8]2[C:9]([C:20]3[CH:25]=[CH:24][CH:23]=[C:22]([C:26]([F:29])([F:28])[F:27])[CH:21]=3)=[N:10][N:11]([C:13]3[CH:18]=[CH:17][C:16](=[O:19])[NH:15][N:14]=3)[CH:12]=2)[CH:5]=[CH:4][N:3]=1.NC1C=C(C2C(C3C=CC=CC=3)=NN(C3C=CC(=O)NN=3)C=2)C=CN=1>>[NH2:1][C:2]1[CH:7]=[C:6]([C:8]2[C:9]([C:20]3[CH:25]=[CH:24][CH:23]=[C:22]([C:26]([F:29])([F:28])[F:27])[CH:21]=3)=[N:10][N:11]([C:13]3[CH2:18][CH2:17][C:16](=[O:19])[NH:15][N:14]=3)[CH:12]=2)[CH:5]=[CH:4][N:3]=1. Yields the product NC1=NC=CC(=C1)C=1C(=NN(C1)C1=NNC(CC1)=O)C1=CC(=CC=C1)C(F)(F)F (4-(2-Aminopyridin-4-yl)-1-(1,4,5,6-tetrahydro-6-oxopyridazin-3-yl)-3-(3-trifluoromethylphenyl)-1H-pyrazole). The reactants are CCCCN1CCCC[C@H]1C(=O)NC=2C(=CC=CC2C)C.C(=O)([O-])[C@@H](O)[C@H](O)C(=O)[O-] (Levobupivacaine (S,S)-tartrate), Cl (Hydrogen chloride). Solvent: C(C)(C)O (isopropanol). Conditions: temperature 50 celsius. The product is CCCCN1CCCC[C@H]1C(=O)NC=2C(=CC=CC2C)C.Cl (levobupivacaine hydrochloride). Isolated yield 97.7%. RXN SMILES: [CH3:1][CH2:2][CH2:3][CH2:4][N:5]1[C@H:10]([C:11]([NH:13][C:14]2[C:15]([CH3:21])=[CH:16][CH:17]=[CH:18][C:19]=2[CH3:20])=[O:12])[CH2:9][CH2:8][CH2:7][CH2:6]1.C([C@H]([C@@H](C([O-])=O)O)O)([O-])=O.[ClH:32]>C(O)(C)C>[CH3:1][CH2:2][CH2:3][CH2:4][N:5]1[C@H:10]([C:11]([NH:13][C:14]2[C:15]([CH3:21])=[CH:16][CH:17]=[CH:18][C:19]=2[CH3:20])=[O:12])[CH2:9][CH2:8][CH2:7][CH2:6]1.[ClH:32] |f:0.1,4.5|. Procedure details: Levobupivacaine (S,S)-tartrate (50 g, 0.069 mol) was suspended in isopropanol (150 ml) and heated to 50° C. Hydrogen chloride (5 g, 0.14 mol) gas was introduced. The temperature rose to 65° C. and the solids dissolved. The mixture was heated to 80° C. to ensure complete dissolution. The mixture was cooled to 5° C. and a solid crystallised. The solid was filtered off and washed with isopropanol (2×50 ml) and dried in vacuo to give levobupivacaine hydrochloride (21.9 g, 40%). The reactants are CC(C)(C)OC(=O)CC(O)C(C)(C)C#N, CO, Cc1ccccc1, [Na+], [OH-]. Yields the product CC(C)(C#N)C(O)CC(=O)O. As a reaction SMILES: [C:1](#[N:2])[C:3]([CH:4]([CH2:5][C:6](=[O:7])[O:8][C:9]([CH3:10])([CH3:11])[CH3:12])[OH:13])([CH3:14])[CH3:15].[CH3:18][OH:19].[CH3:20][c:21]1[cH:22][cH:23][cH:24][cH:25][cH:26]1.[Na+:17].[OH-:16]>>[C:1](#[N:2])[C:3]([CH:4]([CH2:5][C:6](=[O:7])[OH:8])[OH:13])([CH3:14])[CH3:15].